describe an organic reaction: reactants, conditions, products, and yield From a dataset of the Open Reaction Database (ORD), a public repository of structured organic reaction records. The solvent is ClCCl (dichloromethane). Yields the product C(CCCC)(=O)O[C@H](COC=1C=NC(=NC1)C1=CC=C(C=C1)C1=CC=C(C=C1)CCC)C ((S)-5-(2'-valeryloxypropoxy)-2-(4'-propyl-biphenyl-4-yl)-pyrimidine). Run at time 2 hour. The reactants are O[C@H](COC=1C=NC(=NC1)C1=CC=C(C=C1)C1=CC=C(C=C1)CCC)C ((S)-5-(2'-hydroxypropoxy)-2-(4'-propyl-biphenyl-4-yl)pyrimidine), C(CCCC)(=O)O (n-pentanoic acid), C1(CCCCC1)N=C=NC1CCCCC1 (dicyclohexylcarbodiimide), CN(C)C1=NC=CC=C1 (dimethylaminopyridine). Procedure details: A solution of (S)-2-tetrahydropyranyloxy-1-(p-toluenesulfonyloxy)-propane (192 g, 0.62 mol) prepared in the same manner as in a process described in Example 1 of the specification of Japanese patent application No. Sho 61-133269/1986 in tetrahydrofuran (hereinafter abbreviated to THF) (2,000 ml) was added to a mixture of 60% sodium hydride (31 g, 0.62 mol), 5-hydroxy-2-(4'-propyl-4"-biphenylyl)pyrimidine (150 g, 0.52 mol) and THF (1,200 ml), followed by agitating the resulting mixture at 60° C. ... The yield is 78.1%. Reaction SMILES: [OH:1][C@@H:2]([CH3:26])[CH2:3][O:4][C:5]1[CH:6]=[N:7][C:8]([C:11]2[CH:16]=[CH:15][C:14]([C:17]3[CH:22]=[CH:21][C:20]([CH2:23][CH2:24][CH3:25])=[CH:19][CH:18]=3)=[CH:13][CH:12]=2)=[N:9][CH:10]=1.[C:27](O)(=[O:32])[CH2:28][CH2:29][CH2:30][CH3:31].C1(N=C=NC2CCCCC2)CCCCC1.CN(C1C=CC=CN=1)C>ClCCl>[C:27]([O:1][C@@H:2]([CH3:26])[CH2:3][O:4][C:5]1[CH:10]=[N:9][C:8]([C:11]2[CH:16]=[CH:15][C:14]([C:17]3[CH:22]=[CH:21][C:20]([CH2:23][CH2:24][CH3:25])=[CH:19][CH:18]=3)=[CH:13][CH:12]=2)=[N:7][CH:6]=1)(=[O:32])[CH2:28][CH2:29][CH2:30][CH3:31]. Procedure details: A solution of 2-chloro-5-nitropyridine (8.4 g, 53 mmol) and thiazol-2-amine (7.6 g, 76 mmol) in THF (250 mL) is cooled to 0° C. Sodium tert-butoxyde (30% w/w THF, 80 mL) is the added slowly over 15 minutes. The reaction mixture is then warmed slowly to room temperature and stirred 16 hours. The reaction mixture is then poured into a mixture of 1/1 ice/water (1.2 L) with stirring. The solid is filtered and air dried to give a powder (9.74 g, 83%). 1H NMR (400 MHz, DMSO-d6) δ (ppm): 7.17 (d, J=9.3... The product is [N+](=O)([O-])C=1C=CC(=NC1)NC=1SC=CN1 (N-(5-nitropyridin-2-yl)thiazol-2-amine). Isolated yield 82.7%. As a reaction SMILES: Cl[C:2]1[CH:7]=[CH:6][C:5]([N+:8]([O-:10])=[O:9])=[CH:4][N:3]=1.[S:11]1[CH:15]=[CH:14][N:13]=[C:12]1[NH2:16].[Na]>C1COCC1>[N+:8]([C:5]1[CH:6]=[CH:7][C:2]([NH:16][C:12]2[S:11][CH:15]=[CH:14][N:13]=2)=[N:3][CH:4]=1)([O-:10])=[O:9] |^1:16|. Starting materials: [Na] (Sodium), ice water, ClC1=NC=C(C=C1)[N+](=O)[O-] (2-chloro-5-nitropyridine), S1C(=NC=C1)N (thiazol-2-amine). Run at time 16 hour. Run in C1CCOC1 (THF), C1CCOC1 (THF).